This data is from the Open Reaction Database (ORD), a public repository of structured organic reaction records. The task is: describe an organic reaction: reactants, conditions, products, and yield Reactants: C(C)(C)(C)OC(=O)N1[C@H](C=O)C[C@H](C1)O[Si](C)(C)C(C)(C)C ((2S,4R)-N-tert-butoxycarbonyl-4-tert-butyldimethylsiloxyprolinal), CNC(C)=O (N-methylacetamide), CN(P(N(C)C)(N(C)C)=O)C (hexamethylphosphoric triamide), C(C)(C)[N-]C(C)C.[Li+] (lithium diisopropylamide). Run in O1CCCC1 (tetrahydrofuran), O1CCCC1 (tetrahydrofuran), O (Water), O1CCCC1 (tetrahydrofuran), O1CCCC1 (tetrahydrofuran), C(C)(=O)OCC.O (ethyl acetate water). Conditions: temperature -78 celsius, time 30 minute. The product is C(C)(C)(C)OC(=O)N1[C@@H](C[C@H](C1)O[Si](C)(C)C(C)(C)C)C(CC(NC)=O)O ((2S,4R)-N-tert-Butoxycarbonyl-4-tert-butyldimethylsiloxy-2-[1-hydroxy-2-(N-methylcarbamoyl)ethyl]pyrrolidine). Isolated yield 25.8%. RXN SMILES: [CH3:1][NH:2][C:3](=[O:5])[CH3:4].CN(C)P(=O)(N(C)C)N(C)C.C([N-]C(C)C)(C)C.[Li+].[C:25]([O:29][C:30]([N:32]1[CH2:38][C@H:37]([O:39][Si:40]([C:43]([CH3:46])([CH3:45])[CH3:44])([CH3:42])[CH3:41])[CH2:36][C@H:33]1[CH:34]=[O:35])=[O:31])([CH3:28])([CH3:27])[CH3:26]>O1CCCC1.C(OCC)(=O)C.O.O>[C:25]([O:29][C:30]([N:32]1[CH2:38][C@H:37]([O:39][Si:40]([C:43]([CH3:46])([CH3:45])[CH3:44])([CH3:42])[CH3:41])[CH2:36][C@H:33]1[CH:34]([OH:35])[CH2:4][C:3](=[O:5])[NH:2][CH3:1])=[O:31])([CH3:28])([CH3:27])[CH3:26] |f:2.3,6.7|. Procedure details: Under a nitrogen atmosphere, a solution of N-methylacetamide (116 μl, 1.52 mmol) in tetrahydrofuran (2 ml) and then hexamethylphosphoric triamide (555 μl, 3.19 mmol) were dropwise added at -78° C. to a solution comprising 2.0M lithium diisopropylamide--tetrahydrofuran (1.6 ml, 3.19 mmol) and tetrahydrofuran (10 ml). The mixture was stirred at -78° C. for 30 minutes. Then, a solution of (2S,4R)-N-tert-butoxycarbonyl-4-tert-butyldimethylsiloxyprolinal (500 mg, 1.52 mmol) in tetrahydrofuran (2 ml) ... The reactants are C(C)(=O)OC(C)(C)C (tert-butyl acetate), NC(C(=O)O)CC1=CC(=C(C=C1)O)OC (2-amino-3-(4-hydroxy-3-methoxyphenyl)propanoic acid), [OH-].[Na+] (NaOH), ice, FC(S(=O)(=O)O)(F)F (Trifluoromethanesulfonic acid), C(=O)([O-])[O-].[K+].[K+] (K2CO3). Run in [Cl-].[Na+].O (brine), CC(OCC)=O (EA). The product is NC(C(=O)OC(C)(C)C)CC1=CC(=C(C=C1)O)OC (tert-butyl 2-amino-3-(4-hydroxy-3-methoxyphenyl)propanoate). Yield: 37.2%. RXN SMILES: C(O[C:5]([CH3:8])([CH3:7])[CH3:6])(=O)C.[NH2:9][CH:10]([CH2:14][C:15]1[CH:20]=[CH:19][C:18]([OH:21])=[C:17]([O:22][CH3:23])[CH:16]=1)[C:11]([OH:13])=[O:12].FC(F)(F)S(O)(=O)=O.[OH-].[Na+].C([O-])([O-])=O.[K+].[K+]>[Cl-].[Na+].O.CC(=O)OCC>[NH2:9][CH:10]([CH2:14][C:15]1[CH:20]=[CH:19][C:18]([OH:21])=[C:17]([O:22][CH3:23])[CH:16]=1)[C:11]([O:13][C:5]([CH3:8])([CH3:7])[CH3:6])=[O:12] |f:3.4,5.6.7,8.9.10|. Reported procedure: Prepared using General Procedure 1: To tert-butyl acetate (192 ml, 1435 mmol) was added finely ground 2-amino-3-(4-hydroxy-3-methoxyphenyl)propanoic acid (10.1 g, 47.8 mmol). The mixture was sonicated for 10 min to give a suspension. Trifluoromethanesulfonic acid (5.50 ml, 62.2 mmol) was added with stirring and the mixture was stirred overnight. The crude reaction was poured into a mixture of 2N NaOH (150 mL), brine (100 mL), ice (200 mL), and EA (100 mL) and basified to pH 9 with solid K2CO3. T...